The task is: describe an organic reaction: reactants, conditions, products, and yield. This data is from the Open Reaction Database (ORD), a public repository of structured organic reaction records. The reactants are 2′-hexylbithiophene, 5′″,2″″-pentathiophene, compound, BrC=1SC(=CC1)Br (2,5-dibromothiophene), C(CCC)[Sn](C=1SC(=CC1)C1=CC=C(C=C1)CCCCCC)(CCCC)CCCC (2-(tri-n-butylstannyl)-5-(4-n-hexylphenyl)thiophene). Reagents/catalysts: C=1C=CC(=CC1)[P](C=2C=CC=CC2)(C=3C=CC=CC3)[Pd]([P](C=4C=CC=CC4)(C=5C=CC=CC5)C=6C=CC=CC6)([P](C=7C=CC=CC7)(C=8C=CC=CC8)C=9C=CC=CC9)[P](C=1C=CC=CC1)(C=1C=CC=CC1)C=1C=CC=CC1 (tetrakis(triphenylphosphine)palladium). Run in C1(=CC=CC=C1)C (toluene). The product is C(CCCCC)C1=CC=C(S1)C=1SC(=CC1)[Sn](CCCC)(CCCC)CCCC (5′-hexyl-5-tributylstannylbithiophene). Reaction SMILES: [CH2:1]([Sn:5]([CH2:27][CH2:28][CH2:29][CH3:30])([CH2:23][CH2:24][CH2:25][CH3:26])[C:6]1[S:7][C:8]([C:11]2C=C[C:14]([CH2:17][CH2:18][CH2:19][CH2:20][CH2:21][CH3:22])=[CH:13][CH:12]=2)=[CH:9][CH:10]=1)[CH2:2][CH2:3][CH3:4].BrC1[S:33]C(Br)=CC=1>C1C=CC([P]([Pd]([P](C2C=CC=CC=2)(C2C=CC=CC=2)C2C=CC=CC=2)([P](C2C=CC=CC=2)(C2C=CC=CC=2)C2C=CC=CC=2)[P](C2C=CC=CC=2)(C2C=CC=CC=2)C2C=CC=CC=2)(C2C=CC=CC=2)C2C=CC=CC=2)=CC=1.C1(C)C=CC=CC=1>[CH2:17]([C:14]1[S:33][C:11]([C:8]2[S:7][C:6]([Sn:5]([CH2:27][CH2:28][CH2:29][CH3:30])([CH2:23][CH2:24][CH2:25][CH3:26])[CH2:1][CH2:2][CH2:3][CH3:4])=[CH:10][CH:9]=2)=[CH:12][CH:13]=1)[CH2:18][CH2:19][CH2:20][CH2:21][CH3:22] |^1:41,43,62,81|. Procedure: 5′,2″:5″,2′″:5′″,2″″-pentathiophene (6TTTTT6) is now discussed. The compound 5′-hexyl-5-tributylstannylbithiophene is prepared from 2′-hexylbithiophene using the procedure described for 2-(tri-n-butylstannyl)-5-(4-n-hexylphenyl)thiophene. A measured 6.25 mmol of this compound, 2.5 mmol of 2,5-dibromothiophene, 145 mg of tetrakis(triphenylphosphine)palladium, and 35 mL of toluene are heated just below reflux for three days under nitrogen. The precipitate is successively washed with dilute hydroch... The reactants are CC(=O)O, CCO, O=[N+]([O-])c1ccc(Oc2cccc(Cl)c2)c(Cl)c1, [Fe], O. Yields the product Nc1ccc(Oc2cccc(Cl)c2)c(Cl)c1. RXN SMILES: [CH3:1][C:2](=[O:3])[OH:4].[CH3:24][CH2:25][OH:26].[Cl:5][c:6]1[c:7]([O:15][c:16]2[cH:17][c:18]([Cl:22])[cH:19][cH:20][cH:21]2)[cH:8][cH:9][c:10]([N+:12]([O-:13])=[O:14])[cH:11]1.[Fe:27].[OH2:23]>>[Cl:5][c:6]1[c:7]([O:15][c:16]2[cH:17][c:18]([Cl:22])[cH:19][cH:20][cH:21]2)[cH:8][cH:9][c:10]([NH2:12])[cH:11]1. The reactants are P(O)(O)(O)=O (phosphoric acid), 20-L, BrC=1C=C(C=CC1F)N1C(=NOC1=O)C=1C(=NON1)NCCNS(=O)(=O)N (N-[2-({4-[4-(3-bromo-4-fluorophenyl)-5-oxo-4,5-dihydro-1,2,4-oxadiazol-3-yl]-1,2,5-oxadiazol-3-yl}amino)ethyl]sulfamide), C1CCOC1 (THF), [OH-].[Na+] (sodium hydroxide), P(O)(O)(O)=O (phosphoric acid). Solvent: O (water), O (Water), O (water), C(C)(C)(C)OC (methyl tert-butyl ether). Run at temperature 20 celsius, time 7 minute. Product: NS(=O)(=O)NCCNC=1C(=NON1)C(NC1=CC(=C(C=C1)F)Br)=NO (4-({2-[(Aminosulfonyl)amino]ethyl}amino)-N-(3-bromo-4-fluorophenyl)-N′-hydroxy-1,2,5-oxadiazole-3-carboximidamide). Yield: 95.5%. RXN SMILES: [Br:1][C:2]1[CH:3]=[C:4]([N:9]2C(=O)[O:12][N:11]=[C:10]2[C:15]2[C:16]([NH:20][CH2:21][CH2:22][NH:23][S:24]([NH2:27])(=[O:26])=[O:25])=[N:17][O:18][N:19]=2)[CH:5]=[CH:6][C:7]=1[F:8].C1COCC1.[OH-].[Na+].P(=O)(O)(O)O>O.C(OC)(C)(C)C>[NH2:27][S:24]([NH:23][CH2:22][CH2:21][NH:20][C:16]1[C:15]([C:10](=[N:11][OH:12])[NH:9][C:4]2[CH:5]=[CH:6][C:7]([F:8])=[C:2]([Br:1])[CH:3]=2)=[N:19][O:18][N:17]=1)(=[O:25])=[O:26] |f:2.3|. Reported procedure: To a 20-L glass reactor was added N-[2-({4-[4-(3-bromo-4-fluorophenyl)-5-oxo-4,5-dihydro-1,2,4-oxadiazol-3-yl]-1,2,5-oxadiazol-3-yl}amino)ethyl]sulfamide (799.4 g, 1.72 mol) and THF (3.2 L). The resulting solution was stirred at 20° C. for 7 min. and then charged with water (1.6 L). The batch was cooled to 2° C. and was charged with 30 wt % sodium hydroxide solution (475 mL, 666.4 g, 4.99 mol, 2.9 equiv.) over 8 minutes. The batch was warmed to 20° C. and the temperature was maintained for 16 h.... Reactants: [Al+3], CCOC(=O)c1csc(NC2CC2)n1, [H-], [H-], [H-], [H-], [Li+], C1CCOC1. Product: OCc1csc(NC2CC2)n1. RXN SMILES: [Al+3:16].[CH:1]1([NH:4][c:5]2[s:6][cH:7][c:8]([C:10](=[O:11])[O:12][CH2:13][CH3:14])[n:9]2)[CH2:2][CH2:3]1.[H-:15].[H-:18].[H-:19].[H-:20].[Li+:17].[O:21]1[CH2:22][CH2:23][CH2:24][CH2:25]1>>[CH:1]1([NH:4][c:5]2[s:6][cH:7][c:8]([CH2:10][OH:11])[n:9]2)[CH2:2][CH2:3]1. Reactants: C1(=CC=CC=C1)C (toluene), FC=1C=C(C=CC1)B(O)O (3-fluorobenzeneboronic acid), C([O-])([O-])=O.[Na+].[Na+] (sodium carbonate), BrC1=CC=C(OC[C@@H](CCC=2C=NC=CC2)O)C=C1 ((2R)-1-(4-bromophenoxy)-4-(3-pyridyl)-2-butanol). The reagents and catalysts are C=1C=CC(=CC1)[P](C=2C=CC=CC2)(C=3C=CC=CC3)[Pd]([P](C=4C=CC=CC4)(C=5C=CC=CC5)C=6C=CC=CC6)([P](C=7C=CC=CC7)(C=8C=CC=CC8)C=9C=CC=CC9)[P](C=1C=CC=CC1)(C=1C=CC=CC1)C=1C=CC=CC1 (tetrakis(triphenylphosphine)palladium(0)). The solvent is C(C)O (ethanol), C(C)O (ethanol). Run at temperature 110 celsius. Yields the product FC=1C=C(C=CC1)C1=CC=C(C=C1)OC[C@@H](CCC=1C=NC=CC1)O ((2R)-1-(3'-Fluorobiphenyl-4-yloxy)-4-(3-pyridyl)-2-butanol). As a reaction SMILES: C1(C)C=CC=CC=1.C(=O)([O-])[O-].[Na+].[Na+].Br[C:15]1[CH:32]=[CH:31][C:18]([O:19][CH2:20][C@H:21]([OH:30])[CH2:22][CH2:23][C:24]2[CH:25]=[N:26][CH:27]=[CH:28][CH:29]=2)=[CH:17][CH:16]=1.[F:33][C:34]1[CH:35]=[C:36](B(O)O)[CH:37]=[CH:38][CH:39]=1>C1C=CC([P]([Pd]([P](C2C=CC=CC=2)(C2C=CC=CC=2)C2C=CC=CC=2)([P](C2C=CC=CC=2)(C2C=CC=CC=2)C2C=CC=CC=2)[P](C2C=CC=CC=2)(C2C=CC=CC=2)C2C=CC=CC=2)(C2C=CC=CC=2)C2C=CC=CC=2)=CC=1.C(O)C>[F:33][C:34]1[CH:39]=[C:38]([C:15]2[CH:32]=[CH:31][C:18]([O:19][CH2:20][C@H:21]([OH:30])[CH2:22][CH2:23][C:24]3[CH:25]=[N:26][CH:27]=[CH:28][CH:29]=3)=[CH:17][CH:16]=2)[CH:37]=[CH:36][CH:35]=1 |f:1.2.3,^1:46,48,67,86|. Procedure details: Prepared according to the method described in Example 33a) from toluene (5 ml), ethanol (3 ml), aqueous sodium carbonate (2 M, 1 ml), (2R)-1-(4-bromophenoxy)-4-(3-pyridyl)-2-butanol (0.25 g), ethanol (1 ml), 3-fluorobenzeneboronic acid (0.16 g) and tetrakis(triphenylphosphine)palladium(0) (60 mg) with heating at 110° C. for 4 hours. The residue obtained after work up was purified by column chromatography over silica eluting with ethyl acetate to give the title compound after trituration with die... The reactants are C(#N)C1=C(OC(CCC(=O)O)C2=C(C=CC=C2)C)C=C(C=C1)OCC=1C=NC=CC1 (4-[2-cyano-5-(3-pyridylmethoxy)-phenoxy]-4-(2-methylphenyl)butanoic acid), C1(CCCCC1)NC1CCCCC1 (dicyclohexylamine). Run in C(C)OCC (diethyl ether). Conditions: time 18 hour. Product: C(#N)C1=C(OC(CCC(=O)[O-])C2=C(C=CC=C2)C)C=C(C=C1)OCC=1C=NC=CC1.C1(CCCCC1)[NH2+]C1CCCCC1 (dicyclohexylammonium 4-[2-cyano-5-(3-pyridylmethoxy)phenoxy]-4-(2-methylphenyl)butanoate). RXN SMILES: [C:1]([C:3]1[CH:22]=[CH:21][C:20]([O:23][CH2:24][C:25]2[CH:26]=[N:27][CH:28]=[CH:29][CH:30]=2)=[CH:19][C:4]=1[O:5][CH:6]([C:12]1[CH:17]=[CH:16][CH:15]=[CH:14][C:13]=1[CH3:18])[CH2:7][CH2:8][C:9]([OH:11])=[O:10])#[N:2].[CH:31]1([NH:37][CH:38]2[CH2:43][CH2:42][CH2:41][CH2:40][CH2:39]2)[CH2:36][CH2:35][CH2:34][CH2:33][CH2:32]1>C(OCC)C>[C:1]([C:3]1[CH:22]=[CH:21][C:20]([O:23][CH2:24][C:25]2[CH:26]=[N:27][CH:28]=[CH:29][CH:30]=2)=[CH:19][C:4]=1[O:5][CH:6]([C:12]1[CH:17]=[CH:16][CH:15]=[CH:14][C:13]=1[CH3:18])[CH2:7][CH2:8][C:9]([O-:11])=[O:10])#[N:2].[CH:38]1([NH2+:37][CH:31]2[CH2:32][CH2:33][CH2:34][CH2:35][CH2:36]2)[CH2:39][CH2:40][CH2:41][CH2:42][CH2:43]1 |f:3.4|. Reported procedure: A mixture of 4-[2-cyano-5-(3-pyridylmethoxy)-phenoxy]-4-(2-methylphenyl)butanoic acid, thought to be the (R)-enantiomer, (50 mg), dicyclohexylamine (0.5 mL) and diethyl ether (10 mL) is stirred at ambient temperature for 18 hours. The resulting precipitate is collected and washed with diethyl ether, to give dicyclohexylammonium 4-[2-cyano-5-(3-pyridylmethoxy)phenoxy]-4-(2-methylphenyl)butanoate, thought to be the (R)-enantiomer, (30 mg) in the form of a white solid, m.p. 92-93° C.